Dataset: the Open Reaction Database (ORD), a public repository of structured organic reaction records. Task: describe an organic reaction: reactants, conditions, products, and yield Reactants: C(C)C(CC)C1=CC(=NC=2N1N=C(C2C2=C(N=C(S2)Cl)Cl)C)C (7-(1-ethyl-propyl)-3-(2,4-dichloro-thiazol-5-yl)-2,5-dimethyl-pyrazolo[1,5-a]pyrimidine), CC(C)O (2-propanol), N1CCOCC1 (morpholine), CC(C)O (2-Propanol). Solvent: O (water). Reaction conditions: temperature 20 celsius, time 5 minute. Product: C(C)C(CC)C1=CC(=NC=2N1N=C(C2C2=C(N=C(S2)N2CCOCC2)Cl)C)C (7-(1-ethyl-propyl)-3-(4-chloro-2-morpholin-4-yl-thiazol-5-yl)-2,5-dimethyl-pyrazolo[1,5-a]pyrimidine). Isolated yield 94.1%. RXN SMILES: [CH2:1]([CH:3]([C:6]1[N:11]2[N:12]=[C:13]([CH3:22])[C:14]([C:15]3[S:19][C:18](Cl)=[N:17][C:16]=3[Cl:21])=[C:10]2[N:9]=[C:8]([CH3:23])[CH:7]=1)[CH2:4][CH3:5])[CH3:2].CC(O)C.[NH:28]1[CH2:33][CH2:32][O:31][CH2:30][CH2:29]1>O>[CH2:1]([CH:3]([C:6]1[N:11]2[N:12]=[C:13]([CH3:22])[C:14]([C:15]3[S:19][C:18]([N:28]4[CH2:33][CH2:32][O:31][CH2:30][CH2:29]4)=[N:17][C:16]=3[Cl:21])=[C:10]2[N:9]=[C:8]([CH3:23])[CH:7]=1)[CH2:4][CH3:5])[CH3:2]. Reported procedure: 7-(1-ethyl-propyl)-3-(2,4-dichloro-thiazol-5-yl)-2,5-dimethyl-pyrazolo[1,5-a]pyrimidine (11.64 mmoles) is charged into a 100 mL 3-necked round bottomed flask followed by addition of 2-propanol (16 mL, 3.72 volumes). The yellowish brown slurry is stirred at about 20° C. for 5 min. Then morpholine (3.3 g, 37.84 mmoles) is added over 2-5 minutes. Contents are refluxed for 6 hr. The slurry is cooled to 25° C. 2-Propanol (32 mL, 7.44 volumes) and water (8.6 mL, 2.0 volumes) are added and the mixture ... The reactants are [Ba+2], COCCOC, Clc1cc(Cl)ncn1, [OH-], [OH-], O, OB(O)c1ccccc1. Yields the product Clc1cc(-c2ccccc2)ncn1. RXN SMILES: [Ba+2:11].[CH3:13][O:14][CH2:15][CH2:16][O:17][CH3:18].[Cl:19][c:20]1[n:21][cH:22][n:23][c:24]([Cl:26])[cH:25]1.[OH-:10].[OH-:12].[OH2:27].[OH:1][B:2]([OH:3])[c:4]1[cH:5][cH:6][cH:7][cH:8][cH:9]1>>[c:4]1(-[c:24]2[n:23][cH:22][n:21][c:20]([Cl:19])[cH:25]2)[cH:5][cH:6][cH:7][cH:8][cH:9]1. The reactants are O=C([O-])[O-], CO, Cl, [Cs+], [Cs+], CCOC(=O)c1c2c(nn1CCCN)-c1nc(Nc3ccccc3)ncc1CC2. Yields the product O=C1NCCCn2nc3c(c21)CCc1cnc(Nc2ccccc2)nc1-3. As a reaction SMILES: [C:31](=[O:32])([O-:33])[O-:34].[CH3:37][OH:38].[ClH:1].[Cs+:35].[Cs+:36].[NH2:2][CH2:3][CH2:4][CH2:5][n:6]1[n:7][c:8]2[c:9]([c:25]1[C:26]([O:28][CH2:27][CH3:29])=[O:30])[CH2:10][CH2:11][c:12]1[cH:13][n:14][c:15]([NH:18][c:19]3[cH:20][cH:21][cH:22][cH:23][cH:24]3)[n:16][c:17]1-2>>[NH:2]1[CH2:3][CH2:4][CH2:5][n:6]2[n:7][c:8]3[c:9]([c:25]2[C:26]1=[O:28])[CH2:10][CH2:11][c:12]1[cH:13][n:14][c:15]([NH:18][c:19]2[cH:20][cH:21][cH:22][cH:23][cH:24]2)[n:16][c:17]1-3. Reactants: C(C)(C)(C)C=1C=C(C=CC1O)OC (3-tert-butyl-4-hydroxyanisol), Cl (hydrochloric acid), Cl (hydrochloric acid), C1(CCCCC1)=O (cyclohexanone), C(C)(=O)O (acetic acid). The solvent is CCCCCC (hexane). Conditions: temperature 40 celsius, time 64 hour. Product: C(C)(C)(C)C1=C(C(=CC(=C1)OC)C1=CCCCC1)O (2-tert-butyl-6-cyclohexen-1-yl-4-methoxyphenol). Yield: 29.0%. Reaction SMILES: [C:1]([C:5]1[CH:6]=[C:7]([O:12][CH3:13])[CH:8]=[CH:9][C:10]=1[OH:11])([CH3:4])([CH3:3])[CH3:2].[C:14]1(=O)[CH2:19][CH2:18][CH2:17][CH2:16][CH2:15]1.C(O)(=O)C.Cl>CCCCCC>[C:1]([C:5]1[CH:6]=[C:7]([O:12][CH3:13])[CH:8]=[C:9]([C:14]2[CH2:19][CH2:18][CH2:17][CH2:16][CH:15]=2)[C:10]=1[OH:11])([CH3:4])([CH3:2])[CH3:3]. Procedure: A mixture consisting of 36.1 g (0.20 mol) of 3-tert-butyl-4-hydroxyanisol, 19.6 g (0.20 mol) of cyclohexanone and 10 ml of acetic acid is placed in a reactor and saturated, with stirring, with hydrochloric acid gas at room temperature. After standing for 64 hours at room temperature, the mixture is again saturated with hydrochloric acid gas and stirred for another 5 hours at 40° C. The reaction mixture is diluted with hexane and washed with water, sodium chloride solution and sodium hydrogencarb... Starting materials: c12n(ncc1)cccn2, O, C1[C@H](N(c2c(cccn2)Cl)C(=O)c2ccc(cc2)Br)CCCN1C(OC(C)(C)C)=O. Reagents/catalysts: c1ccc(cc1)-c2c3ccccc3cc4ccccc24 (9-Phenylanthracene), CC(=O)[O-].[K+] (KOAc), c1(c(c(ccc1OC)OC)P(C1CCCCC1)C1CCCCC1)c1c(cc(cc1C(C)C)C(C)C)C(C)C.c1(ccccc1c1ccccc1N)[Pd+].[O-]S(C)(=O)=O (3G OMs BrettPhos), 0. The solvent is CCC(C)(C)O (t-AmOH). Run at temperature 90 celsius, time 18 hour. Yields the product CC(C)(C)OC(=O)N1CCC[C@H](C1)N(C(=O)c2ccc(cc2)c3cnn4cccnc34)c5ncccc5Cl. RXN SMILES: [CH3:1][C:2]([O:5][C:6]([N:8]1[CH2:13][C@H:12]([N:14]([c:23]2[c:28]([Cl:29])[cH:27][cH:26][cH:25][n:24]2)[C:15]([c:17]3[cH:22][cH:21][c:20](Br)[cH:19][cH:18]3)=[O:16])[CH2:11][CH2:10][CH2:9]1)=[O:7])([CH3:4])[CH3:3].[cH:30]1[cH:38][n:37]([c:33]2[n:32][cH:31]1)[n:36][cH:35][cH:34]2.O>>[CH3:1][C:2]([O:5][C:6]([N:8]1[CH2:13][C@H:12]([N:14]([c:23]2[c:28]([Cl:29])[cH:27][cH:26][cH:25][n:24]2)[C:15]([c:17]3[cH:22][cH:21][c:20]([c:34]4[c:33]([n:37]5[n:36][cH:35]4)[n:32][cH:31][cH:30][cH:38]5)[cH:19][cH:18]3)=[O:16])[CH2:11][CH2:10][CH2:9]1)=[O:7])([CH3:4])[CH3:3]. Reactants: C(C1=CC=CC=C1)N1[C@@]2([C@@H](CC[C@H]1[C@@](C2)(C2=NN=NN2COCCOC)F)O)C2=CC=CC=C2 ((1R*,2R*,5S*,6S*)-8-benzyl-6-fluoro-6-[1-(2-methoxyethoxymethyl)-1H-tetrazol-5-yl]-1-phenyl-8-azabicyclo[3.2.1]octan-2-ol), [H-].[Na+] (sodium hydride), C1COCCOCCOCCOCCOCCO1 (18-crown-6), FC(C=1C=C(CBr)C=C(C1)C(F)(F)F)(F)F (3,5-bis(trifluoromethyl)benzyl bromide). Conditions: time 8 hour. Product: C(C1=CC=CC=C1)N1[C@@]2([C@@H](CC[C@H]1[C@@](C2)(C2=NN=NN2COCCOC)F)OCC2=CC(=CC(=C2)C(F)(F)F)C(F)(F)F)C2=CC=CC=C2 ((1R*,2R*,5S*,6S*)-8-Benzyl-2-{[3,5-bis(trifluoromethyl)phenyl]methoxy}-6-fluoro-6-[1-(2-methoxyethoxymethyl)-1H-tetrazol-5-yl]-1-phenyl-8-azabicyclo[3.2.1]octane). The yield is 99.3%. Reaction SMILES: [CH2:1]([N:8]1[C@@H:13]2[C@:14]([F:27])([C:16]3[N:20]([CH2:21][O:22][CH2:23][CH2:24][O:25][CH3:26])[N:19]=[N:18][N:17]=3)[CH2:15][C@@:9]1([C:29]1[CH:34]=[CH:33][CH:32]=[CH:31][CH:30]=1)[C@H:10]([OH:28])[CH2:11][CH2:12]2)[C:2]1[CH:7]=[CH:6][CH:5]=[CH:4][CH:3]=1.[H-].[Na+].C1OCCOCCOCCOCCOCCOC1.[F:55][C:56]([F:70])([F:69])[C:57]1[CH:58]=[C:59]([CH:62]=[C:63]([C:65]([F:68])([F:67])[F:66])[CH:64]=1)[CH2:60]Br>>[CH2:1]([N:8]1[C@@H:13]2[C@:14]([F:27])([C:16]3[N:20]([CH2:21][O:22][CH2:23][CH2:24][O:25][CH3:26])[N:19]=[N:18][N:17]=3)[CH2:15][C@@:9]1([C:29]1[CH:34]=[CH:33][CH:32]=[CH:31][CH:30]=1)[C@H:10]([O:28][CH2:60][C:59]1[CH:62]=[C:63]([C:65]([F:67])([F:68])[F:66])[CH:64]=[C:57]([C:56]([F:55])([F:69])[F:70])[CH:58]=1)[CH2:11][CH2:12]2)[C:2]1[CH:7]=[CH:6][CH:5]=[CH:4][CH:3]=1 |f:1.2|. Reported procedure: (1R*,2R*,5S*,6S*)-8-benzyl-6-fluoro-6-[1-(2-methoxyethoxymethyl)-1H-tetrazol-5-yl]-1-phenyl-8-azabicyclo[3.2.1]octan-2-ol (Description 45; 205 mg, 0.44 mmol) was added to a stirred mixture of sodium hydride (60% in oil, 60 mg, 1.5 mmol, washed twice with iso-hexane) in THF (2 ml) followed by 18-crown-6 (40 mg, 1.5 mmol) and 3,5-bis(trifluoromethyl)benzyl bromide (0.4 ml, 2.16 mmol) at room temperature. The reaction mixture was warm up to reflux and stirred at room temperature overnight, then que...